Dataset: the Open Reaction Database (ORD), a public repository of structured organic reaction records. Task: describe an organic reaction: reactants, conditions, products, and yield The reactants are N1=CC=CC=C1 (pyridine), ClC(=O)OC1=CC=CC=C1 (phenyl chloroformate), C(C1=CC=CC=C1)OCCCC=1N=C(SC1COC1=CC(=C(C(=N)NO)C=C1)F)C1=CC=C(C=C1)C(F)(F)F (4-[4-(3-benzyloxy-propyl)-2-(4-trifluoromethyl-phenyl)-thiazol-5-ylmethoxy]-2-fluoro-N-hydroxy-benzamidine). Solvent: ClCCl (dichloromethane). Conditions: temperature 0 celsius, time 10 minute. The product is C(C1=CC=CC=C1)OCCCC=1N=C(SC1COC1=CC(=C(C=C1)C1=NOC(N1)=O)F)C1=CC=C(C=C1)C(F)(F)F (3-{4-[4-(3-Benzyloxy-propyl)-2-(4-trifluoromethyl-phenyl)-thiazol-5-ylmethoxy]-2-fluoro-phenyl}-4H-[1,2,4]oxadiazol-5-one). Reaction SMILES: [CH2:1]([O:8][CH2:9][CH2:10][CH2:11][C:12]1[N:13]=[C:14]([C:30]2[CH:35]=[CH:34][C:33]([C:36]([F:39])([F:38])[F:37])=[CH:32][CH:31]=2)[S:15][C:16]=1[CH2:17][O:18][C:19]1[CH:28]=[CH:27][C:22]([C:23]([NH:25][OH:26])=[NH:24])=[C:21]([F:29])[CH:20]=1)[C:2]1[CH:7]=[CH:6][CH:5]=[CH:4][CH:3]=1.N1C=CC=CC=1.Cl[C:47](OC1C=CC=CC=1)=[O:48]>ClCCl>[CH2:1]([O:8][CH2:9][CH2:10][CH2:11][C:12]1[N:13]=[C:14]([C:30]2[CH:31]=[CH:32][C:33]([C:36]([F:38])([F:37])[F:39])=[CH:34][CH:35]=2)[S:15][C:16]=1[CH2:17][O:18][C:19]1[CH:28]=[CH:27][C:22]([C:23]2[NH:24][C:47](=[O:48])[O:26][N:25]=2)=[C:21]([F:29])[CH:20]=1)[C:2]1[CH:7]=[CH:6][CH:5]=[CH:4][CH:3]=1. Procedure: To a stirred suspension of 0.62 g of 4-[4-(3-benzyloxy-propyl)-2-(4-trifluoromethyl-phenyl)-thiazol-5-ylmethoxy]-2-fluoro-N-hydroxy-benzamidine in 17 mL of dichloromethane at 0° C., under argon, were added 0.23 mL of pyridine and 154 μL of phenyl chloroformate. The reaction mixture was stirred for 10 min at 0° C. followed by 1 h at room temperature. The reaction mixture was concentrated under reduced pressure and the resulting residue was taken up into 10 mL of acetonitrile under argon and 0.165... Reactants: C(C)C1=CC=C(C=C1)C(C(=O)NC=1C=C(CC2(CC2)C(=O)OC(C)(C)C)C=CC1)C(C(F)(F)F)C ((+/−)-tert-butyl 1-(3-{[2-(4-ethylphenyl)-4,4,4-trifluoro-3-methylbutanoyl]-amino}benzyl)cyclopropanecarboxylate), C(=O)(C(F)(F)F)O (TFA). Run in ClCCl (dichloromethane). Reaction conditions: time 2 hour. Yields the product C(C)C1=CC=C(C=C1)C(C(=O)NC=1C=C(CC2(CC2)C(=O)O)C=CC1)C(C(F)(F)F)C ((+/−)-1-(3-{[2-(4-Ethylphenyl)-4,4,4-trifluoro-3-methylbutanoyl]amino}benzyl)cyclopropanecarboxylic acid). Reaction SMILES: [CH2:1]([C:3]1[CH:8]=[CH:7][C:6]([CH:9]([CH:30]([CH3:35])[C:31]([F:34])([F:33])[F:32])[C:10]([NH:12][C:13]2[CH:14]=[C:15]([CH:27]=[CH:28][CH:29]=2)[CH2:16][C:17]2([C:20]([O:22]C(C)(C)C)=[O:21])[CH2:19][CH2:18]2)=[O:11])=[CH:5][CH:4]=1)[CH3:2].C(O)(C(F)(F)F)=O>ClCCl>[CH2:1]([C:3]1[CH:4]=[CH:5][C:6]([CH:9]([CH:30]([CH3:35])[C:31]([F:32])([F:33])[F:34])[C:10]([NH:12][C:13]2[CH:14]=[C:15]([CH:27]=[CH:28][CH:29]=2)[CH2:16][C:17]2([C:20]([OH:22])=[O:21])[CH2:19][CH2:18]2)=[O:11])=[CH:7][CH:8]=1)[CH3:2]. Reported procedure: 1.52 g (3.11 mmol) of (+/−)-tert-butyl 1-(3-{[2-(4-ethylphenyl)-4,4,4-trifluoro-3-methylbutanoyl]-amino}benzyl)cyclopropanecarboxylate were dissolved in 3 ml of dichloromethane, and 12 ml of TFA were added at RT. The reaction mixture was stirred at RT for 2 h and then concentrated under reduced pressure, and the residue was dried under high vacuum overnight. This residue was triturated with acetonitrile, and the resulting solid was filtered off with suction, washed with a little acetonitrile and... Starting materials: [N-]=[N+]=[N-].[Na+] (Sodium azide), CS(=O)(=O)OCCC1=CC=C(C=C1)CCOC1OCCCC1 (4-(2-(tetrahydropyran-2-yloxy)ethyl)phenethyl methanesulfonate), O (Water). Run in CN(C=O)C (N,N-dimethylformamide). Reaction conditions: temperature 100 celsius, time 1 hour. Yields the product O1C(CCCC1)OCCC1=CC=C(C=C1)CCN=[N+]=[N-] (4-(2-(tetrahydropyran-2-yloxy)ethyl)-1-(2-azidoethyl)benzene). Yield: 97.9%. Reaction SMILES: [N-:1]=[N+:2]=[N-:3].[Na+].CS(O[CH2:10][CH2:11][C:12]1[CH:17]=[CH:16][C:15]([CH2:18][CH2:19][O:20][CH:21]2[CH2:26][CH2:25][CH2:24][CH2:23][O:22]2)=[CH:14][CH:13]=1)(=O)=O.O>CN(C)C=O>[O:22]1[CH2:23][CH2:24][CH2:25][CH2:26][CH:21]1[O:20][CH2:19][CH2:18][C:15]1[CH:16]=[CH:17][C:12]([CH2:11][CH2:10][N:1]=[N+:2]=[N-:3])=[CH:13][CH:14]=1 |f:0.1|. Procedure: Sodium azide (1.73 g, 26.61 mmol) was added to a solution of 4-(2-(tetrahydropyran-2-yloxy)ethyl)phenethyl methanesulfonate (5.24 g, 15.95 mmol) in N,N-dimethylformamide (50 ml). The mixture was stirred at 100° C. for 1 hour. Water (40 ml) was added to the reaction mixture. The mixture was extracted with ethyl ether and dried over magnesium sulfate. After evaporation of the solvent, the residue was purified by column chromatography on silica gel eluting with n-hexane/ethyl acetate (=20/1) to giv... The reactants are Cl.Cl.N1=C(C=CC=2CCCNC12)CCN (2-(5,6,7,8-Tetrahydro-[1,8]naphthyridin-2-yl)-ethylamine dihydrochloride), C(C)(C)N(C(C)C)CC (N,N-diisopropylethylamine), BrCC(=O)OCC (ethyl bromoacetate), O(C(=O)OC(C)(C)C)C(=O)OC(C)(C)C (BOC2O). Solvent: C(C)#N (acetonitrile), C(C)(=O)OCC (ethyl acetate). Run at temperature 50 celsius, time 15 hour. Yields the product EtOAc hexanes, C(C)OC(CN(CCC1=NC=2NCCCC2C=C1)C(=O)OC(C)(C)C)=O ([tert-Butoxycarbonyl-[2-(5,6,7,8-tetrahydro-[1,8]naphthyridin-2-yl)-ethyl]-amino]-acetic acid ethyl ester). Isolated yield 50.0%. RXN SMILES: Cl.Cl.[N:3]1[C:12]2[NH:11][CH2:10][CH2:9][CH2:8][C:7]=2[CH:6]=[CH:5][C:4]=1[CH2:13][CH2:14][NH2:15].C(N(CC)C(C)C)(C)C.Br[CH2:26][C:27]([O:29][CH2:30][CH3:31])=[O:28].[O:32](C(OC(C)(C)C)=O)[C:33]([O:35][C:36]([CH3:39])([CH3:38])[CH3:37])=O>C(#N)C.C(OCC)(=O)C>[CH2:30]([O:29][C:27](=[O:28])[CH2:26][N:15]([C:33]([O:35][C:36]([CH3:39])([CH3:38])[CH3:37])=[O:32])[CH2:14][CH2:13][C:4]1[CH:5]=[CH:6][C:7]2[CH2:8][CH2:9][CH2:10][NH:11][C:12]=2[N:3]=1)[CH3:31] |f:0.1.2|. Procedure details: To a solution of 10-7 (2.0 g, 7.8 mmol) and N,N-diisopropylethylamine (6.8 mL) in acetonitrile (50 mL) at 0° C. was added ethyl bromoacetate (0.975 mL, 8.6 mmol). The mixture was stirred at 50° C. for 15 h, then cooled to 25° C. and BOC2O (1.7 g, 7.8 mmol) was added. After 1 h, the mixture was diluted with ethyl acetate, washed with sat. NaHCO3, brine, dried (MgSO4) and concentrated. Flash chromatography (silica, 50-60% EtOAc/hexanes) gave 10-8 as a colorless oil. Starting materials: O (Water), [OH-].[Na+] (sodium hydroxide), ClC1=CN=CC(=N1)C(=O)NC1=NN=NN1 (6-chloro-N-(1H-5-tetrazolyl)pyrazine-2-carboxamide), NC1=CC=CC=C1 (aniline). The solvent is CS(=O)C (dimethylsulfoxide). Yields the product C1(=CC=CC=C1)NC1=CN=CC(=N1)C(=O)NC1=NN=NN1 (6-(Phenylamino)-N-(1H-5-tetrazolyl)pyrazine-2-carboxamide). RXN SMILES: Cl[C:2]1[N:7]=[C:6]([C:8]([NH:10][C:11]2[NH:15][N:14]=[N:13][N:12]=2)=[O:9])[CH:5]=[N:4][CH:3]=1.O.[OH-].[Na+].[NH2:19][C:20]1[CH:25]=[CH:24][CH:23]=[CH:22][CH:21]=1>CS(C)=O>[C:20]1([NH:19][C:2]2[N:7]=[C:6]([C:8]([NH:10][C:11]3[NH:15][N:14]=[N:13][N:12]=3)=[O:9])[CH:5]=[N:4][CH:3]=2)[CH:25]=[CH:24][CH:23]=[CH:22][CH:21]=1 |f:2.3|. Reported procedure: To a suspension of 1.13 g of 6-chloro-N-(1H-5-tetrazolyl)pyrazine-2-carboxamide in 5 ml of dimethylsulfoxide, 4.55 ml of aniline was added, and the mixture was heated for 17 hours at 80°-90 ° C. Water and 10%-sodium hydroxide aqueous solution were added to the reaction mixture, and the aqueous alkaline solution was washed with chloroform. The aqueous layer was filtered, and the filtrate was adjusted with 10%-hydrochloric acid to pH 3. The precipitate was collected by filtration, and recrystalize... The reactants are ClC1=CC=C(C=C1)N1C2=NC=NC(=C2N=C1C1=C(C=CC=C1)Cl)N1CCC(CC1)(C(=O)N)NC (1-[9-(4-Chlorophenyl)-8-(2-chlorophenyl)-9H-purin-6-yl]-4-methylaminopiperidine-4-carboxylic acid amide), 15, CO (methanol). Run at temperature 60 celsius. The product is COC(=O)C1(CCN(CC1)C1=C2N=C(N(C2=NC=N1)C1=CC=C(C=C1)Cl)C1=C(C=CC=C1)Cl)NC (1-[9-(4-Chlorophenyl)-8-(2-chlorophenyl)-9H-purin-6-yl]-4-methylaminopiperidine-4-carboxylic Acid Methyl Ester), solid. Yield: 55.0%. Reaction SMILES: [Cl:1][C:2]1[CH:7]=[CH:6][C:5]([N:8]2[C:16]([C:17]3[CH:22]=[CH:21][CH:20]=[CH:19][C:18]=3[Cl:23])=[N:15][C:14]3[C:9]2=[N:10][CH:11]=[N:12][C:13]=3[N:24]2[CH2:29][CH2:28][C:27]([NH:33][CH3:34])([C:30](N)=[O:31])[CH2:26][CH2:25]2)=[CH:4][CH:3]=1.[CH3:35][OH:36]>>[CH3:35][O:36][C:30]([C:27]1([NH:33][CH3:34])[CH2:28][CH2:29][N:24]([C:13]2[N:12]=[CH:11][N:10]=[C:9]3[C:14]=2[N:15]=[C:16]([C:17]2[CH:22]=[CH:21][CH:20]=[CH:19][C:18]=2[Cl:23])[N:8]3[C:5]2[CH:4]=[CH:3][C:2]([Cl:1])=[CH:7][CH:6]=2)[CH2:25][CH2:26]1)=[O:31]. Procedure details: 1-[9-(4-Chlorophenyl)-8-(2-chlorophenyl)-9H-purin-6-yl]-4-methylaminopiperidine-4-carboxylic acid amide 7A-87 (Example 164; 53 mg, 0.093 mmol) and Amberlyst 15 (0.8 g) in methanol (5 ml) was sealed in a tube and then heated to 60° C. for 20 h. The resin was removed by filtration and washed with 2:1 methanol/triethylamine and then 10% NH4OH in methanol. The combined organic layers were concentrated and then purified on a Biotage™ Flash 12S column using 0–2–4% methanol in methylene chloride as elu...